This data is from the Open Reaction Database (ORD), a public repository of structured organic reaction records. The task is: describe an organic reaction: reactants, conditions, products, and yield The reactants are CC(C)(C)[Si](OC1CNC1)(c1ccccc1)c1ccccc1, Cc1nc(N=C=O)sc1-c1ccc(Cl)c(S(C)(=O)=O)c1, Cc1nc(N)sc1-c1ccc(Cl)c(S(C)(=O)=O)c1, CN(C)C=O. The product is Cc1nc(NC(=O)N2CC(O[Si](c3ccccc3)(c3ccccc3)C(C)(C)C)C2)sc1-c1ccc(Cl)c(S(C)(=O)=O)c1. Reaction SMILES: [C:39]([CH3:40])([CH3:41])([CH3:42])[Si:43]([O:44][CH:45]1[CH2:46][NH:47][CH2:48]1)([c:49]1[cH:50][cH:51][cH:52][cH:53][cH:54]1)[c:55]1[cH:56][cH:57][cH:58][cH:59][cH:60]1.[Cl:1][c:2]1[c:3]([S:17](=[O:18])(=[O:19])[CH3:20])[cH:4][c:5](-[c:8]2[c:9]([CH3:16])[n:10][c:11]([N:13]=[C:14]=[O:15])[s:12]2)[cH:6][cH:7]1.[Cl:21][c:22]1[cH:23][cH:24][c:25](-[c:26]2[s:27][c:28]([NH2:29])[n:30][c:31]2[CH3:32])[cH:33][c:34]1[S:35]([CH3:36])(=[O:37])=[O:38].[O:61]=[CH:62][N:63]([CH3:64])[CH3:65]>>[Cl:1][c:2]1[c:3]([S:17](=[O:18])(=[O:19])[CH3:20])[cH:4][c:5](-[c:8]2[c:9]([CH3:16])[n:10][c:11]([NH:13][C:14](=[O:15])[N:47]3[CH2:46][CH:45]([O:44][Si:43]([C:39]([CH3:40])([CH3:41])[CH3:42])([c:49]4[cH:50][cH:51][cH:52][cH:53][cH:54]4)[c:55]4[cH:56][cH:57][cH:58][cH:59][cH:60]4)[CH2:48]3)[s:12]2)[cH:6][cH:7]1. Reactants: C(C)(C)(C)OC(=O)N1CCC(=CC1)C=1NC=2C=C(C=C3C2C1C=NNC3=O)N (4-(8-Amino-6-oxo-5,6-dihydro-1H-[1,2]diazepino[4,5,6-cd]indol-2-yl)-3,6-dihydro-2H-pyridine-1-carboxylic Acid tert-butyl Ester). The reagents and catalysts are [Pd] (palladium). Run in CO (methanol), CO (methanol). Conditions: time 6.5 hour. Yields the product C(C)(C)(C)OC(=O)N1CCC(CC1)C=1NC=2C=C(C=C3C2C1C=NNC3=O)N (4-(8-Amino-6-oxo-5,6-dihydro-1H-[1,2]diazepino[4,5,6-cd]indol-2-yl)-piperidine-1-carboxylic Acid tert-butyl Ester). Yield: 29.4%. As a reaction SMILES: [C:1]([O:5][C:6]([N:8]1[CH2:13][CH:12]=[C:11]([C:14]2[NH:15][C:16]3[CH:17]=[C:18]([NH2:28])[CH:19]=[C:20]4[C:26](=[O:27])[NH:25][N:24]=[CH:23][C:22]=2[C:21]=34)[CH2:10][CH2:9]1)=[O:7])([CH3:4])([CH3:3])[CH3:2]>[Pd].CO>[C:1]([O:5][C:6]([N:8]1[CH2:9][CH2:10][CH:11]([C:14]2[NH:15][C:16]3[CH:17]=[C:18]([NH2:28])[CH:19]=[C:20]4[C:26](=[O:27])[NH:25][N:24]=[CH:23][C:22]=2[C:21]=34)[CH2:12][CH2:13]1)=[O:7])([CH3:4])([CH3:2])[CH3:3]. Reported procedure: In a manner analogous to that of Example 183, palladium (10% on activated carbon) (0.186 g) was added to a solution of Intermediate 220(a) of Example 220 (0.61 g, 1.60 mmol) in 9:1 methanol:N,N-dimethformamide (50 mL). The reaction mixture was purged with H2 and stirred at room temperature under H2 (1 atm.) for 6.5 hours. The mixture was filtered, and the filtrate evaporated. The resulting residue was dissolved in methanol and loaded onto a silica gel plug. The plug was then loaded onto a silica... The reactants are C(C)OC(=O)C1=C(C2=C(N=NC=C2)O1)O (5-hydroxyfuro[2,3-c]pyridazine-6-carboxylic acid ethyl ester), C(C)OC(C1=C(N=C(C=C1)C)Cl)=O (2-chloro-6-methylnicotinic acid ethyl ester). Yields the product C(C)OC(=O)C1=C(C=2C(=NC(=CC2)C)O1)O (3-hydroxy-6-methylfuro[2,3-b]pyridine-2-carboxylic acid ethyl ester). As a reaction SMILES: [CH2:1]([O:3][C:4]([C:6]1[O:14][C:9]2[N:10]=N[CH:12]=[CH:13][C:8]=2[C:7]=1[OH:15])=[O:5])[CH3:2].[CH2:16](OC(=O)C1C=CC(C)=NC=1Cl)[CH3:17]>>[CH2:1]([O:3][C:4]([C:6]1[O:14][C:9]2=[N:10][C:16]([CH3:17])=[CH:12][CH:13]=[C:8]2[C:7]=1[OH:15])=[O:5])[CH3:2]. Reported procedure: This compound was prepared using a method analogous to that of 5-hydroxyfuro[2,3-c]pyridazine-6-carboxylic acid ethyl ester (A.2.3.1), 2-chloro-6-methylnicotinic acid ethyl ester replacing 3-chloropyridazine-4-carboxylic acid ethyl ester; The reactants are C(CS)O (2-thioethanol), [H-].[Na+] (sodium hydride), ClC[C@@H]1[C@H]([C@H]([C@@H](O1)N1C=NC=2C(N)=NC=NC12)O)O (5'Chloro-5'-deoxyadenosine). The solvent is CN(C)C=O (DMF). Run at time 15 minute. Product: OCCSC[C@@H]1[C@H]([C@H]([C@@H](O1)N1C=NC=2C(N)=NC=NC12)O)O (5'-S-(2-Hydroxyethyl)-5'-thioadenosine). Yield: 65.8%. Reaction SMILES: [H-].[Na+].[CH2:3]([OH:6])[CH2:4][SH:5].Cl[CH2:8][C@H:9]1[O:13][C@@H:12]([N:14]2[C:23]3[N:22]=[CH:21][N:20]=[C:18]([NH2:19])[C:17]=3[N:16]=[CH:15]2)[C@H:11]([OH:24])[C@@H:10]1[OH:25]>CN(C=O)C>[OH:6][CH2:3][CH2:4][S:5][CH2:8][C@H:9]1[O:13][C@@H:12]([N:14]2[C:23]3[N:22]=[CH:21][N:20]=[C:18]([NH2:19])[C:17]=3[N:16]=[CH:15]2)[C@H:11]([OH:24])[C@@H:10]1[OH:25] |f:0.1|. Procedure: To a mixture of sodium hydride (1.5 g, 50% dispersion in oil, 31 mmol) in DMF (40 mL) was added 2-thioethanol (1.65 mL, 1.84 g, 24 mmol) dropwise, and the mixture was stirred under argon for 15 min at ambient temperature. 5'Chloro-5'-deoxyadenosine (1a) (4.3 g, 15 mmol) was added portion wise and stirring was continued overnight. The mixture was concentrated under reduced pressure and subjected to flash chromatography (MeOH/CHCl3, 3:7) to give the triol (1b) as a white solid (3.23 g, 66%) that w... Reactants: C(C)OC(=O)C=CC=1CS[C@H]2N(C1C(=O)OC(C)(C)C)C(C2NC(COC2=CC=CC=C2)=O)=O (tert-butyl 3-(2'-ethoxycarbonylvinyl)-7-phenoxyacetamido-3-cephem-4-carboxylate), C(=O)O (formic acid). Run in O (water). Reaction conditions: time 1.5 hour. The product is C(C)OC(=O)C=CC=1CS[C@H]2N(C1C(=O)O)C(C2NC(COC2=CC=CC=C2)=O)=O (3-(2'-ethoxycarbonylvinyl)-7-phenoxyacetamido-3-cephem-4-carboxylic acid). As a reaction SMILES: [CH2:1]([O:3][C:4]([CH:6]=[CH:7][C:8]1[CH2:9][S:10][C@@H:11]2[CH:22]([NH:23][C:24](=[O:33])[CH2:25][O:26][C:27]3[CH:32]=[CH:31][CH:30]=[CH:29][CH:28]=3)[C:21](=[O:34])[N:12]2[C:13]=1[C:14]([O:16]C(C)(C)C)=[O:15])=[O:5])[CH3:2].C(O)=O>O>[CH2:1]([O:3][C:4]([CH:6]=[CH:7][C:8]1[CH2:9][S:10][C@@H:11]2[CH:22]([NH:23][C:24](=[O:33])[CH2:25][O:26][C:27]3[CH:28]=[CH:29][CH:30]=[CH:31][CH:32]=3)[C:21](=[O:34])[N:12]2[C:13]=1[C:14]([OH:16])=[O:15])=[O:5])[CH3:2]. Procedure details: A solution of 75 mg. of tert-butyl 3-(2'-ethoxycarbonylvinyl)-7-phenoxyacetamido-3-cephem-4-carboxylate in 10 cc. of 98-100 percent formic acid, any remainder being water, was allowed to stand at room temperature for 1.5 hours. After evaporation under reduced pressure of the formic acid, isolation of the acidic material by extraction provided 55 mg. of the desired above-named acid, which could be crystallized from ether or ethanol, m.p., 193°-196° C. The IR, NMR, and ultraviolet (UV) spectra and... Starting materials: CON(C(=O)C1=CC2=C(C=C(S2)C(=O)OCC)C=C1)C (ethyl 6-{[methoxy(methyl)amino]carbonyl}-1-benzothiophene-2-carboxylate), [Li]C (MeLi), [Cl-].[NH4+] (ammonium chloride). Run in C1CCOC1 (THF). Product: C(C)(=O)C1=CC2=C(C=C(S2)C(=O)OCC)C=C1 (Ethyl 6-acetyl-1-benzothiophene-2-carboxylate). Reaction SMILES: CON(C)[C:4]([C:6]1[CH:19]=[CH:18][C:9]2[CH:10]=[C:11]([C:13]([O:15][CH2:16][CH3:17])=[O:14])[S:12][C:8]=2[CH:7]=1)=[O:5].[Li][CH3:22].[Cl-].[NH4+]>C1COCC1>[C:4]([C:6]1[CH:19]=[CH:18][C:9]2[CH:10]=[C:11]([C:13]([O:15][CH2:16][CH3:17])=[O:14])[S:12][C:8]=2[CH:7]=1)(=[O:5])[CH3:22] |f:2.3|. Reported procedure: To a solution of ethyl 6-{[methoxy(methyl)amino]carbonyl}-1-benzothiophene-2-carboxylate (0.07 g, 0.22 mmol) in THF (3 mL) at −78° C. was added MeLi (0.15 mL, 1.6 M in Et2O, 0.24 mmol). The reaction was stirred for 1 h at −78° C. before saturated ammonium chloride solution was added to quench the reaction. At which time the reaction mixture was allowed to warm to room temperature and then extracted with a mixture of hexane:ethyl acetate solution (3:1) (3×). The combined organic layers was dried ... The reactants are B(Br)(Br)Br (boron tribromide), ClC=1C(=CC(=C(C1)CCO)OC)N1CCCCC1 (2-[5-chloro-2-methoxy-4-(piperidin-1-yl)-phenyl]-ethanol), C([O-])([O-])=O.[Na+].[Na+] (sodium carbonate). Run in C(Cl)Cl (methylene chloride). Run at time 5 hour. The product is BrCCC1=C(C=C(C(=C1)Cl)N1CCCCC1)O (1-bromo-2-[5-chloro-2-hydroxy-4-(piperidin-1-yl)-phenyl]-ethane). As a reaction SMILES: B(Br)(Br)[Br:2].[Cl:5][C:6]1[C:7]([N:17]2[CH2:22][CH2:21][CH2:20][CH2:19][CH2:18]2)=[CH:8][C:9]([O:15]C)=[C:10]([CH2:12][CH2:13]O)[CH:11]=1.C(=O)([O-])[O-].[Na+].[Na+]>C(Cl)Cl>[Br:2][CH2:13][CH2:12][C:10]1[CH:11]=[C:6]([Cl:5])[C:7]([N:17]2[CH2:22][CH2:21][CH2:20][CH2:19][CH2:18]2)=[CH:8][C:9]=1[OH:15] |f:2.3.4|. Procedure details: 5.0 ml of boron tribromide are added dropwise over a period of approximately 5 minutes to a solution, cooled to 0°, of 2.70 g (10 mmole) of 2-[5-chloro-2-methoxy-4-(piperidin-1-yl)-phenyl]-ethanol in 70 ml of absolute methylene chloride. The reaction mixture is then stirred for a further 5 hours at room temperature, poured onto ice and the resulting suspension is adjusted to pH 6-7 with solid sodium carbonate and extracted with methylene chloride. The organic extracts are washed with water, comb...